From a dataset of the Open Reaction Database (ORD), a public repository of structured organic reaction records. describe an organic reaction: reactants, conditions, products, and yield The reactants are ClC1=CC=CC2=C1C(N1[C@H](C=3N2C=NC3C3=NOC(=N3)CCl)CCC1)=O ((S)-8-chloro-1-(5-chloromethyl-1,2,4-oxadiazol-3-yl)-11,12,13,13a-tetrahydro-9H-imidazo[1,5-a]pyrrolo[2,1-c][1,4]benzodiazepin-9-one), C(CCC)NCCCC (dibutylamine). Solvent: CN(C=O)C (N,N-dimethylformamide). Conditions: time 16 hour. Product: ClC1=CC=CC2=C1C(N1[C@H](C=3N2C=NC3C3=NOC(=N3)CN(CCCC)CCCC)CCC1)=O ((S)-8-chloro-1-(5-dibutylaminomethyl-1,2,4-oxadiazol-3-yl)-11,12,13,13a-tetrahydro-9H-imidazo[1,5-a]-pyrrolo[2,1-c][1,4]benzodiazepin-9-one). Yield: 93.9%. Reaction SMILES: [Cl:1][C:2]1[C:7]2[C:8](=[O:26])[N:9]3[CH2:25][CH2:24][CH2:23][C@H:10]3[C:11]3[N:12]([CH:13]=[N:14][C:15]=3[C:16]3[N:20]=[C:19]([CH2:21]Cl)[O:18][N:17]=3)[C:6]=2[CH:5]=[CH:4][CH:3]=1.[CH2:27]([NH:31][CH2:32][CH2:33][CH2:34][CH3:35])[CH2:28][CH2:29][CH3:30]>CN(C)C=O>[Cl:1][C:2]1[C:7]2[C:8](=[O:26])[N:9]3[CH2:25][CH2:24][CH2:23][C@H:10]3[C:11]3[N:12]([CH:13]=[N:14][C:15]=3[C:16]3[N:20]=[C:19]([CH2:21][N:31]([CH2:32][CH2:33][CH2:34][CH3:35])[CH2:27][CH2:28][CH2:29][CH3:30])[O:18][N:17]=3)[C:6]=2[CH:5]=[CH:4][CH:3]=1. Procedure details: A suspension of 1.85 g (4.74 mmol) of (S)-8-chloro-1-(5-chloromethyl-1,2,4-oxadiazol-3-yl)-11,12,13,13a-tetrahydro-9H-imidazo[1,5-a]pyrrolo[2,1-c][1,4]benzodiazepin-9-one in 30 ml of N,N-dimethylformamide was treated with 3.06 g (23.7 mmol) of dibutylamine. After stirring at room temperature for 16 hrs. the solution obtained was completely freed from the solvents. The residue was chromatographed over silica gel with methylene chloride/methanol 19:1 as the eluent. There were obtained 2.15 g (94%)...